This data is from the Open Reaction Database (ORD), a public repository of structured organic reaction records. The task is: describe an organic reaction: reactants, conditions, products, and yield The reactants are CC1=NOC(=C1)C (3,5-dimethylisoxazole), BrCCCCCCBr (1,6-dibromohexane), C(C)(C)NC(C)C (diisopropylamine), C(CCC)[Li] (n-butyllithium). The solvent is C1CCOC1 (THF), C1CCOC1 (THF), C1CCOC1 (THF). Conditions: temperature -70 celsius. The product is CC1=NOC(=C1)CCCCCCCBr (7-(3-methylisoxazol-5-yl)heptyl bromide). Reaction SMILES: C(NC(C)C)(C)C.C([Li])CCC.[CH3:13][C:14]1[CH:18]=[C:17]([CH3:19])[O:16][N:15]=1.[Br:20][CH2:21][CH2:22][CH2:23][CH2:24][CH2:25][CH2:26]Br>C1COCC1>[CH3:13][C:14]1[CH:18]=[C:17]([CH2:19][CH2:26][CH2:25][CH2:24][CH2:23][CH2:22][CH2:21][Br:20])[O:16][N:15]=1. Procedure: To a solution of diisopropylamine (8.4 ml, 0.06 mol) in THF, was added, at -5° C., and under nitrogen, n-butyllithium (1.6M in Hexane, 37.5 ml, 0.06 mole). After the addition was complete, the solution was cooled to -70° C. and 3,5-dimethylisoxazole (5.82 g, 0.06 mol) in THF (20 ml) was added dropwise. The mixture was stirred for an additional hour at -70° C., then added, via nitrogen purge, to a solution of 1,6-dibromohexane (58.56 g, 0.24 mol) in THF (40 ml), and chilled to -70° C. with stirri... Starting materials: COC(=O)C(O)Cn1c2ccc(Br)cc2c2cc(Br)ccc21, CCO, [Na+], [OH-]. Yields the product O=C(O)C(O)Cn1c2ccc(Br)cc2c2cc(Br)ccc21. Reaction SMILES: [Br:3][c:4]1[cH:5][cH:6][c:7]2[n:8]([CH2:18][CH:19]([C:20](=[O:21])[O:22][CH3:23])[OH:24])[c:9]3[cH:10][cH:11][c:12]([Br:17])[cH:13][c:14]3[c:15]2[cH:16]1.[CH3:25][CH2:26][OH:27].[Na+:2].[OH-:1]>>[Br:3][c:4]1[cH:5][cH:6][c:7]2[n:8]([CH2:18][CH:19]([C:20](=[O:21])[OH:22])[OH:24])[c:9]3[cH:10][cH:11][c:12]([Br:17])[cH:13][c:14]3[c:15]2[cH:16]1. RXN SMILES: [Br:1][c:2]1[cH:3][cH:4][c:5]([CH2:8][C:9]([CH3:10])=[O:11])[cH:6][cH:7]1.[C:16]([BH3-:17])#[N:18].[CH2:13]([CH3:14])[NH2:15].[CH3:20][OH:21].[ClH:12].[Na+:19]>>[Br:1][c:2]1[cH:3][cH:4][c:5]([CH2:8][CH:9]([CH3:10])[NH:15][CH2:13][CH3:14])[cH:6][cH:7]1.[ClH:12]. Starting materials: CC(=O)Cc1ccc(Br)cc1, [BH3-]C#N, CCN, CO, Cl, [Na+]. The product is CCNC(C)Cc1ccc(Br)cc1, Cl. Reactants: Cl.ClC1=CN=C(C2=CC(=CC=C12)S(=O)(=O)N(CC(=O)O)[C@@H](C)C1=CC=CC=C1)NC(=N)N (N-[(4-Chloro-1-guanidino-7-isoquinolinyl)sulphonyl]-N-[(1S)-1-phenylethyl]glycine hydrochloride), Cl.NC(=N)N (guanidine hydrochloride), C(C)(C)(C)OC(CN([C@@H](C)C1=CC=CC=C1)S(=O)(=O)C1=CC=C2C(=CN=C(C2=C1)Cl)Cl)=O (N-[(1,4-dichloro-7-isoquinolinyl)sulphonyl]-N-[(1S)-1-phenylethyl]glycine t-butyl ester). The solvent is COCCOC (DME), COCCOC (DME). Run at temperature 60 celsius. Product: C(C)(C)(C)OC(CN([C@@H](C)C1=CC=CC=C1)S(=O)(=O)C1=CC=C2C(=CN=C(C2=C1)NC(=N)N)Cl)=O (N-[(4-chloro-1-guanidino-7-isoquinolinyl)sulphonyl]-N-[(1S)-1-phenylethyl]glycine t-butyl ester). The yield is 57.5%. Reaction SMILES: Cl.[Cl:2][C:3]1[C:12]2[C:7](=[CH:8][C:9]([S:13]([N:16]([C@H:21]([C:23]3[CH:28]=[CH:27][CH:26]=[CH:25][CH:24]=3)[CH3:22])[CH2:17][C:18]([OH:20])=[O:19])(=[O:15])=[O:14])=[CH:10][CH:11]=2)[C:6]([NH:29][C:30]([NH2:32])=[NH:31])=[N:5][CH:4]=1.Cl.NC(N)=N.[C:38](OC(=O)CN(S(C1C=C2C(C(Cl)=CN=C2Cl)=CC=1)(=O)=O)[C@H](C1C=CC=CC=1)C)([CH3:41])([CH3:40])[CH3:39]>COCCOC>[C:38]([O:19][C:18](=[O:20])[CH2:17][N:16]([S:13]([C:9]1[CH:8]=[C:7]2[C:12]([C:3]([Cl:2])=[CH:4][N:5]=[C:6]2[NH:29][C:30]([NH2:32])=[NH:31])=[CH:11][CH:10]=1)(=[O:14])=[O:15])[C@H:21]([C:23]1[CH:24]=[CH:25][CH:26]=[CH:27][CH:28]=1)[CH3:22])([CH3:41])([CH3:40])[CH3:39] |f:0.1,2.3|. Procedure: N-[(4-Chloro-1-guanidino-7-isoquinolinyl)sulphonyl]-N-[(1S)-1-phenylethyl]glycine hydrochloride ##STR29## NaH (30 mg, 80% dispersion by wt in mineral oil, 1.01 mmol) was added in one portion to a stirred suspension of guanidine hydrochloride (154 mg, 1.61 mmol) in DME (6.0 mL) and the mixture was heated at 60° C. under N2 for 30 min. A solution of N-[(1,4-dichloro-7-isoquinolinyl)sulphonyl]-N-[(1S)-1-phenylethyl]glycine t-butyl ester (200 mg, 0.40 mmol) in DME (3.0 mL) was added and the mixture ...